From a dataset of the Open Reaction Database (ORD), a public repository of structured organic reaction records. describe an organic reaction: reactants, conditions, products, and yield RXN SMILES: [Al+3:2].[CH3:33][O:34][c:35]1[cH:36][cH:37][cH:38][cH:39][cH:40]1.[CH3:5][O:6][c:7]1[cH:8][cH:9][c:10]([CH2:11][n:12]2[c:13](=[O:30])[n:14]([CH3:29])[c:15](=[O:28])[c:16]3[c:17]2[nH:18][n:19][c:20]3[NH:21][c:22]2[cH:23][cH:24][cH:25][cH:26][cH:27]2)[cH:31][cH:32]1.[Cl-:1].[Cl-:3].[Cl-:4].[Cl:41][CH2:42][CH2:43][Cl:44]>>[nH:12]1[c:13](=[O:30])[n:14]([CH3:29])[c:15](=[O:28])[c:16]2[c:17]1[nH:18][n:19][c:20]2[NH:21][c:22]1[cH:23][cH:24][cH:25][cH:26][cH:27]1. Reactants: [Al+3], COc1ccccc1, COc1ccc(Cn2c(=O)n(C)c(=O)c3c(Nc4ccccc4)n[nH]c32)cc1, [Cl-], [Cl-], [Cl-], ClCCCl. The product is Cn1c(=O)[nH]c2[nH]nc(Nc3ccccc3)c2c1=O.